Dataset: the Open Reaction Database (ORD), a public repository of structured organic reaction records. Task: describe an organic reaction: reactants, conditions, products, and yield Reactants: COC(=O)c1coc(C2CCN(C(=O)OC(C)(C)C)CC2)n1, CCOCC, [Cl-], [Na+], [Na+], C1CCOC1, [OH-], O, O=C(O)CC(O)(CC(=O)O)C(=O)O. Yields the product CC(C)(C)OC(=O)N1CCC(c2nc(C(=O)O)co2)CC1. Reaction SMILES: [CH3:1][O:2][C:3](=[O:4])[c:5]1[n:6][c:7]([CH:10]2[CH2:11][CH2:12][N:13]([C:16](=[O:17])[O:18][C:19]([CH3:20])([CH3:21])[CH3:22])[CH2:14][CH2:15]2)[o:8][cH:9]1.[CH3:46][CH2:47][O:48][CH2:49][CH3:50].[Cl-:45].[Na+:25].[Na+:44].[O:39]1[CH2:40][CH2:41][CH2:42][CH2:43]1.[OH-:24].[OH2:23].[OH:26][C:27]([CH2:28][C:29]([C:30](=[O:31])[OH:32])([CH2:33][C:34](=[O:35])[OH:36])[OH:37])=[O:38]>>[O:2]=[C:3]([OH:4])[c:5]1[n:6][c:7]([CH:10]2[CH2:11][CH2:12][N:13]([C:16](=[O:17])[O:18][C:19]([CH3:20])([CH3:21])[CH3:22])[CH2:14][CH2:15]2)[o:8][cH:9]1. Product: CC1(c2cnc(Cn3cc([N+](=O)[O-])cn3)s2)OCCO1. Reactants: CC(C)=O, CC1(c2cnc(COS(C)(=O)=O)s2)OCCO1, [K+], [K+], O=[N+]([O-])c1cn[nH]c1, N#N, O=C([O-])[O-], O. As a reaction SMILES: [CH3:34][C:35](=[O:36])[CH3:37].[CH3:3][C:4]1([c:9]2[cH:10][n:11][c:12]([CH2:14][O:15][S:16]([CH3:17])(=[O:18])=[O:19])[s:13]2)[O:5][CH2:6][CH2:7][O:8]1.[K+:28].[K+:29].[N+:20](=[O:21])([O-:22])[c:23]1[cH:24][n:25][nH:26][cH:27]1.[N:1]#[N:2].[O-:30][C:31]([O-:32])=[O:33].[OH2:38]>>[CH3:3][C:4]1([c:9]2[cH:10][n:11][c:12]([CH2:14][n:25]3[cH:24][c:23]([N+:20](=[O:21])[O-:22])[cH:27][n:26]3)[s:13]2)[O:5][CH2:6][CH2:7][O:8]1. Starting materials: NC1=NC=C(N=C1C(=O)OC)Cl (methyl 2-amino-5-chloro-3-pyrazinylcarboxylate), [OH-].[Na+] (sodium hydroxide). The product is NC1=NC=C(N=C1C(=O)O)Cl (2-amino-3-carboxy-5-chloropyrazine). Reaction SMILES: [NH2:1][C:2]1[C:7]([C:8]([O:10]C)=[O:9])=[N:6][C:5]([Cl:12])=[CH:4][N:3]=1.[OH-].[Na+]>>[NH2:1][C:2]1[C:7]([C:8]([OH:10])=[O:9])=[N:6][C:5]([Cl:12])=[CH:4][N:3]=1 |f:1.2|. Procedure details: One of the intermediates, 2-amino-5-chloropyrazine is prepared following the general procedure of Palamidessi and Bernardi, J. Org. Chem. 29, 2491 (1964), wherein methyl 2-amino-3-pyrazinylcarboxylate is allowed to react with chlorine in acetic acid to yield methyl 2-amino-5-chloro-3-pyrazinylcarboxylate. This ester is hydrolyzed with aqueous sodium hydroxide to yield 2-amino-3-carboxy-5-chloropyrazine, which is then heated in tetrahydronaphthalene and decarboxylated to yield the desired 2-amino... Starting materials: Oc1ccccc1Br, O=C([O-])[O-], N#Cc1ccccc1F, [K+], [K+], CN(C)C=O. The product is N#Cc1ccccc1Oc1ccccc1Br. As a reaction SMILES: [Br:1][c:2]1[c:3]([OH:8])[cH:4][cH:5][cH:6][cH:7]1.[C:9](=[O:10])([O-:11])[O-:12].[F:15][c:16]1[c:17]([C:18]#[N:19])[cH:20][cH:21][cH:22][cH:23]1.[K+:13].[K+:14].[O:24]=[CH:25][N:26]([CH3:27])[CH3:28]>>[Br:1][c:2]1[c:3]([O:8][c:16]2[c:17]([C:18]#[N:19])[cH:20][cH:21][cH:22][cH:23]2)[cH:4][cH:5][cH:6][cH:7]1. Reactants: [H-].[Na+] (Sodium hydride), N (Ammonia), COC1=CC2=C(S(C(=C2OC(C)C)C(=O)O)=O)C=C1 (5-methoxy-3-(1-methylethoxy)benzo[b]thiophene-2-carboxylic acid-1-oxide), S(=O)(Cl)Cl (thionyl chloride), Cl (HCl). The solvent is CN(C)C=O (DMF), C1CCOC1 (THF), [Cl-].[Na+].O (brine). Run at time 1.5 hour. Product: COC1=CC2=C(S(C(=C2OC(C)C)C(=O)N)=O)C=C1 (5-methoxy-3-(1-methylethoxy)benzo[b]thiophene-2-carboxamide-1-oxide). Isolated yield 63.0%. As a reaction SMILES: [H-].[Na+].[CH3:3][O:4][C:5]1[CH:21]=[CH:20][C:8]2[S:9](=[O:19])[C:10]([C:16](O)=[O:17])=[C:11]([O:12][CH:13]([CH3:15])[CH3:14])[C:7]=2[CH:6]=1.S(Cl)(Cl)=O.[NH3:26].Cl>[Cl-].[Na+].O.C1COCC1.CN(C=O)C>[CH3:3][O:4][C:5]1[CH:21]=[CH:20][C:8]2[S:9](=[O:19])[C:10]([C:16]([NH2:26])=[O:17])=[C:11]([O:12][CH:13]([CH3:15])[CH3:14])[C:7]=2[CH:6]=1 |f:0.1,6.7.8|. Procedure details: Sodium hydride (326 mg, 8.15 mmol) is washed free of oil and added to a room temperature solution of 5-methoxy-3-(1-methylethoxy)benzo[b]thiophene-2-carboxylic acid-1-oxide (2.30 g, 8.1 mmol) in a solvent system consisting of 25 mL of DMF and 75 mL of THF. After stirring at room temperature for 1.5 hours, the thick precipitate is cooled to -10° C. and thionyl chloride (713 μL, 9.78 mmol) is added. After 2 hours the solution is cooled to -78° C. resulting in the formation of a suspension. Ammonia... The reactants are Compound 36A, CN(C)C(=[N+](C)C)ON1C2=C(C=CC=C2)N=N1.[B-](F)(F)(F)F (TBTU), CCN(C(C)C)C(C)C (DIEA), CN(C)C=O (DMF), C(C)OC(C1=CC(=C(C=C1)N[C@H]1[C@@H](CCCC1)O)N)=O (3-Amino-4-(trans-2-hydroxy-cyclohexylamino)-benzoic acid Ethyl Ester). Run at time 20 hour. The product is O[C@H]1[C@@H](CCCC1)N1C(=NC2=C1C=CC(=C2)C(=O)O)C=2C=C1N=CC(=NC1=CC2)C2=CC=CC=C2 (1-(trans-2-Hydroxy-cyclohexyl)-2-(2-phenyl-quinoxalin-6-yl)-1H-benzoimidazole-5-carboxylic acid). RXN SMILES: CN(C(ON1N=N[C:11]2[CH:12]=[CH:13][CH:14]=[CH:15][C:10]1=2)=[N+](C)C)C.[B-](F)(F)(F)F.CC[N:25]([CH:29](C)C)[CH:26]([CH3:28])C.C([O:34][C:35](=[O:51])[C:36]1[CH:41]=[CH:40][C:39]([NH:42][C@@H:43]2[CH2:48][CH2:47][CH2:46][CH2:45][C@H:44]2[OH:49])=[C:38]([NH2:50])[CH:37]=1)C.C[N:53]([CH:55]=O)[CH3:54]>>[OH:49][C@@H:44]1[CH2:45][CH2:46][CH2:47][CH2:48][C@H:43]1[N:42]1[C:39]2[CH:40]=[CH:41][C:36]([C:35]([OH:34])=[O:51])=[CH:37][C:38]=2[N:50]=[C:41]1[C:36]1[CH:35]=[C:54]2[C:26](=[CH:28][CH:37]=1)[N:25]=[C:29]([C:10]1[CH:11]=[CH:12][CH:13]=[CH:14][CH:15]=1)[CH:55]=[N:53]2 |f:0.1|. Procedure details: Compound 36A Y=Phenyl, (200 mg, 0.8 mmol) was activated in 8 mL DMF with TBTU (282 mg, 0.88 mmol) and DIEA (0.285 mL, 1.6 mmol) for 30 minutes at room temperature. This solution was then added to Compound 578b (230 mg, 0.83 mmol) and stirred at ambient temperature for 20 hours. The reaction was concentrated to a residue in-vacuo and then dissolved in acetic acid (20 mL) and refluxed overnight. In the morning, the acetic acid was removed in-vacuo and the crude residue dissolved in a mixture of TH... The reactants are S(=O)(=O)(Cl)Cl (sulfuryl chloride), COC1=C(C=CC=C1)CC(=O)O (2-methoxy phenylacetic acid), C1CCOC1 (THF), S(=O)(=O)(Cl)Cl (sulfuryl chloride). Run in O (water). Run at temperature -15 celsius. Yields the product ClC=1C=CC(=C(C1)CC(=O)O)OC (5-Chloro-2-methoxy phenylacetic acid). The yield is 95.0%. RXN SMILES: [CH3:1][O:2][C:3]1[CH:8]=[CH:7][CH:6]=[CH:5][C:4]=1[CH2:9][C:10]([OH:12])=[O:11].C1COCC1.S(Cl)([Cl:21])(=O)=O>O>[Cl:21][C:6]1[CH:7]=[CH:8][C:3]([O:2][CH3:1])=[C:4]([CH2:9][C:10]([OH:12])=[O:11])[CH:5]=1. Procedure: A flame dried three-necked 3-L round-bottomed flask, equipped with a septa, stirring bar, argon inlet, thermocouple and addition funnel capped with a septa, was vacuum/argon purged. The flask was charged with commercially available 2-methoxy phenylacetic acid (300 g, 1.81 mol) and anhydrous THF (2 L). The mixture was cooled to approximately -15° C. and stirred until the solution became homogeneous. Neat sulfuryl chloride (205 mL, 2.55 mol) was added dropwise via an additional funnel while stirri...